From a dataset of the Open Reaction Database (ORD), a public repository of structured organic reaction records. describe an organic reaction: reactants, conditions, products, and yield As a reaction SMILES: [CH:8]1([c:14]2[c:15]3[cH:16][cH:17][c:18]([C:50](=[O:51])[O:52][C:53]([CH3:54])([CH3:55])[CH3:56])[cH:19][c:20]3[n:21]3[c:22]2-[c:23]2[c:24]([cH:44][c:45]([O:48][CH3:49])[cH:46][cH:47]2)[CH:25]=[C:26]([c:28]2[c:29]([C:39](=[O:40])[O:41][CH2:42][CH3:43])[c:30]([CH:36]([CH3:37])[CH3:38])[n:31][n:32]2[CH:33]2[CH2:34][CH2:35]2)[CH2:27]3)[CH2:9][CH2:10][CH2:11][CH2:12][CH2:13]1.[Cl:57][CH:58]([Cl:59])[CH3:60].[F:1][C:2]([F:3])([F:4])[C:5]([OH:6])=[O:7]>>[CH:8]1([c:14]2[c:15]3[cH:16][cH:17][c:18]([C:50](=[O:51])[OH:52])[cH:19][c:20]3[n:21]3[c:22]2-[c:23]2[c:24]([cH:44][c:45]([O:48][CH3:49])[cH:46][cH:47]2)[CH:25]=[C:26]([c:28]2[c:29]([C:39](=[O:40])[O:41][CH2:42][CH3:43])[c:30]([CH:36]([CH3:37])[CH3:38])[n:31][n:32]2[CH:33]2[CH2:34][CH2:35]2)[CH2:27]3)[CH2:9][CH2:10][CH2:11][CH2:12][CH2:13]1. Reactants: CCOC(=O)c1c(C(C)C)nn(C2CC2)c1C1=Cc2cc(OC)ccc2-c2c(C3CCCCC3)c3ccc(C(=O)OC(C)(C)C)cc3n2C1, CC(Cl)Cl, O=C(O)C(F)(F)F. Product: CCOC(=O)c1c(C(C)C)nn(C2CC2)c1C1=Cc2cc(OC)ccc2-c2c(C3CCCCC3)c3ccc(C(=O)O)cc3n2C1. The reactants are [C@@H]1([C@H](O)[C@H](O)[C@H](O1)CO)N1C=NC2=C1N=NNC2=O (7-(β-D-Ribofuranosyl)imidazo[4,5-d]-v-triazin-4-one), anhydride acetic. Run in N1=CC=CC=C1 (pyridine), O (water). Run at temperature 20 celsius, time 16 hour. Product: C(C)(=O)O[C@H]1[C@@H](O[C@@H]([C@H]1OC(C)=O)COC(C)=O)N1C=NC2=C1N=NNC2=O (7-(2,3,5-Tri-O-acétyl-β-D-ribofuranosyl)imidazo[4,5-d]-v-triazin-4-one). The yield is 121.6%. Reaction SMILES: [C@@H:1]1([N:10]2[C:14]3[N:15]=[N:16][NH:17][C:18](=[O:19])[C:13]=3[N:12]=[CH:11]2)[O:7][C@H:6]([CH2:8][OH:9])[C@@H:4]([OH:5])[C@H:2]1[OH:3]>N1C=CC=CC=1.O>[C:2]([O:3][C@@H:2]1[C@H:4]([O:5][C:4](=[O:5])[CH3:6])[C@@H:6]([CH2:8][O:9][C:18](=[O:19])[CH3:13])[O:7][C@H:1]1[N:10]1[C:14]2[N:15]=[N:16][NH:17][C:18](=[O:19])[C:13]=2[N:12]=[CH:11]1)(=[O:3])[CH3:1]. Procedure details: The compound from Step A (1.68 gr, 6.24 mmol) was stirred in pyridine (20 mL). The anhydride acetic (2.3 ml, 25 mmol) was added and the mixture was stirred at 20° C. for 16 hours. The mixture was evaporated to dryness to give a syrup which was dissolved in water. The aqueous layer was extracted by acetyl acetate. The organic layer was evaporated to dryness to give the title compound (1.5 gr) as a brown foam. The reactants are C(C1=CC=CC=C1)(=O)O (benzoic acid), C1(=CC=CC=C1)N(C1=CC=CC=C1)S(F)(F)F (diphenylaminosulfur trifluoride). Run in C(Cl)Cl (CH2Cl2). Run at time 16 hour. The product is C(C1=CC=CC=C1)(=O)F (benzoyl fluoride). Isolated yield 99.9%. Reaction SMILES: [C:1]([OH:9])(=O)[C:2]1[CH:7]=[CH:6][CH:5]=[CH:4][CH:3]=1.C1(N(S(F)(F)[F:24])C2C=CC=CC=2)C=CC=CC=1>C(Cl)Cl>[C:1]([F:24])(=[O:9])[C:2]1[CH:7]=[CH:6][CH:5]=[CH:4][CH:3]=1. Reported procedure: A solution of benzoic acid (122 mg, 1 mmol) in CH2Cl2 (5.0 mL) was added to diphenylaminosulfur trifluoride (771 mg, 3.0 mmol ) under N2 and stirred for 16 h at room temperature. After work-up as above benzoyl fluoride (124 mg, quantitative yield) was obtained. The product was identified by g.c.m.s. M+=124 Reactants: C(C)OC(C(C(=O)OCC)(CC#CCNC(C)=O)NC(C)=O)=O (Acetamido(4-acetamido-2-butynyl)-malonic acid diethyl ester), Cl (hydrochloric acid). Solvent: C(C)(=O)O (acetic acid). Yields the product Cl.Cl.NC(C(=O)O)CC#CCN (2,6-diamino-4-hexynoic acid dihydrochloride). RXN SMILES: C([O:3][C:4](=[O:23])[C:5]([NH:19]C(=O)C)([CH2:11][C:12]#[C:13][CH2:14][NH:15]C(=O)C)C(OCC)=O)C.[ClH:24]>C(O)(=O)C>[ClH:24].[ClH:24].[NH2:19][CH:5]([CH2:11][C:12]#[C:13][CH2:14][NH2:15])[C:4]([OH:23])=[O:3] |f:3.4.5|. Reported procedure: Acetamido(4-acetamido-2-butynyl)-malonic acid diethyl ester (7.64 g) was dissolved in a mixture of acetic acid (140 ml) and a 6M hydrochloric acid solution (290 ml), and heated overnight at 95° C. The mixture was concentrated in vacuo. The residue was crystallized from ethanol/water yielding 2,6-diamino-4-hexynoic acid dihydrochloride as a crystalline powder (4.0 g). Reactants: N1C=C(C2=CC=CC=C12)C(=O)Cl (indole-3-carboxylic acid chloride), CN1C(N(CC1)C)=O (1,3-dimethyl-2-imidazolidinone), ice, CN1C(CCCC1)C(C)O ((1-methyl-2-piperidyl)-1-ethanol), CN1C(N(CC1)C)=O (1,3-dimethyl-2-imidazolidinone), N1(CC=CC=C1)CCO (pyridine-1-ethanol), C(CCC)[Li] (n-butyllithium). Solvent: C1CCOC1 (THF), C1CCOC1 (THF), CCCCCC (hexane). Conditions: time 30 minute. Yields the product N1C=C(C2=CC=CC=C12)C(=O)OCCC1N(CCCC1)C ((1-Methyl-2-piperidyl)-1-ethyl 1H-indole-3-carboxylate). Reaction SMILES: [CH3:1][N:2]1[CH2:7][CH2:6][CH2:5][CH2:4][CH:3]1[CH:8](O)[CH3:9].N1(CC[OH:19])C=CC=CC1.CN1CCN(C)C1=O.C([Li])CCC.[NH:33]1[C:41]2[C:36](=[CH:37][CH:38]=[CH:39][CH:40]=2)[C:35]([C:42](Cl)=[O:43])=[CH:34]1>C1COCC1.CCCCCC>[NH:33]1[C:41]2[C:36](=[CH:37][CH:38]=[CH:39][CH:40]=2)[C:35]([C:42]([O:43][CH2:9][CH2:8][CH:3]2[CH2:4][CH2:5][CH2:6][CH2:7][N:2]2[CH3:1])=[O:19])=[CH:34]1. Procedure details: To an ice-cooled solution of (1-methyl-2-piperidyl)-1-ethanol (19.4 g, 140 mmol), obtained according to the procedures in Reference Example 4 starting with pyridine-1-ethanol, and 1,3-dimethyl-2-imidazolidinone (30 ml, 270 mmol) in THF (300 ml) was dropwise added 1.6M hexane solution of n-butyllithium (85 ml, 140 mmol) over a period of 25 min. After stirring for 30 min., a THF (100 ml) solution of indole-3-carboxylic acid chloride (17.0 g, 95 mmol) and 1,3-dimethyl-2-imidazolidinone (10 ml, 90 m... The reactants are NC=1SC=NN1 (2-Amino-1,3,4-thiadiazole), C(C)(=O)NC1=CC=C(C=C1)S(=O)(=O)Cl (p-Acetamidobenzenesulfonyl chloride). Run in Cl (HCl), N1=CC=CC=C1 (pyridine). Reaction conditions: temperature 95 celsius. Yields the product S1C(=NN=C1)NS(=O)(=O)C1=CC=C(C=C1)NC(C)=O (N-(4-(N-1,3,4-Thiadiazol-2-ylsulfamoyl)phenyl)acetamide). Isolated yield 94.9%. As a reaction SMILES: [NH2:1][C:2]1[S:3][CH:4]=[N:5][N:6]=1.[C:7]([NH:10][C:11]1[CH:16]=[CH:15][C:14]([S:17](Cl)(=[O:19])=[O:18])=[CH:13][CH:12]=1)(=[O:9])[CH3:8]>N1C=CC=CC=1.Cl>[S:3]1[CH:4]=[N:5][N:6]=[C:2]1[NH:1][S:17]([C:14]1[CH:13]=[CH:12][C:11]([NH:10][C:7](=[O:9])[CH3:8])=[CH:16][CH:15]=1)(=[O:19])=[O:18]. Reported procedure: 2-Amino-1,3,4-thiadiazole (500 mg, 4.95 mmol) was suspended in pyridine (1.26 mL). p-Acetamidobenzenesulfonyl chloride (1.2 g, 5.15 mmol) was added and the mixture was heated to 95° C. for 1 h. The mixture was dissolved in 10% aqueous HCl and extracted with ethyl acetate. The organic extracts were washed with water and dried over anhydrous Na2SO4. Evaporation of the solvent yielded the crude product (1.4 g, 4.7 mmol, 95%). Recrystallization from CH2Cl2/MeOH gave pure product, mp 216-217° C. (lit... Starting materials: [Al+3], CC(C)=O, CO, [H-], [H-], [H-], [H-], [Li+], [N-]=[N+]=NC1CCN2c3ccccc3Cc3ccccc3C2C1, O. The product is NC1CCN2c3ccccc3Cc3ccccc3C2C1. As a reaction SMILES: [Al+3:24].[CH3:30][C:31]([CH3:32])=[O:33].[CH3:34][OH:35].[H-:23].[H-:26].[H-:27].[H-:28].[Li+:25].[N:1](=[N+:2]=[N-:3])[CH:4]1[CH2:5][CH:6]2[N:7]([c:8]3[c:9]([cH:17][cH:18][cH:19][cH:20]3)[CH2:10][c:11]3[c:12]2[cH:13][cH:14][cH:15][cH:16]3)[CH2:21][CH2:22]1.[OH2:29]>>[NH2:1][CH:4]1[CH2:5][CH:6]2[N:7]([c:8]3[c:9]([cH:17][cH:18][cH:19][cH:20]3)[CH2:10][c:11]3[c:12]2[cH:13][cH:14][cH:15][cH:16]3)[CH2:21][CH2:22]1. The reactants are C(C)(C)[C@H]1CC[C@H](CC1)N1CCC(CC1)=O (cis-1-(4-Isopropyl-cyclohexyl)-piperidine-4-on), N1=CC=CC=C1 (pyridine), CCCCC (pentane). The product is C(C)(C)[C@H]1CC[C@H](CC1)N1CCC(CC1)=NC1=CC=CC=C1 (cis-[1-(4-Isopropyl-cyclohexyl)-piperidin-4-ylidene]phenyl-amine). Reaction SMILES: [CH:1]([C@@H:4]1[CH2:9][CH2:8][C@H:7]([N:10]2[CH2:15][CH2:14][C:13](=O)[CH2:12][CH2:11]2)[CH2:6][CH2:5]1)([CH3:3])[CH3:2].[N:17]1[CH:22]=[CH:21][CH:20]=[CH:19][CH:18]=1.[CH3:23]CCCC>>[CH:1]([C@@H:4]1[CH2:9][CH2:8][C@H:7]([N:10]2[CH2:15][CH2:14][C:13](=[N:17][C:22]3[CH:21]=[CH:20][CH:19]=[CH:18][CH:23]=3)[CH2:12][CH2:11]2)[CH2:6][CH2:5]1)([CH3:3])[CH3:2]. Reported procedure: cis-1-(4-Isopropyl-cyclohexyl)-piperidine-4-on (5.0 g, 23.4 mmol), pyridine (3.3 g, 35.3 mmol) and molecular sieves (20 g, 4 Å) were stirred in 100 ml pentane at room temperature for 6 days. The molecular sieves were filtered off and the solvent was evaporated. The crude product was used without any further purification for the following steps.